Dataset: the Open Reaction Database (ORD), a public repository of structured organic reaction records. Task: describe an organic reaction: reactants, conditions, products, and yield Starting materials: CC1CCCO1, O=C(Cc1ccccc1[N+](=O)[O-])NC1CCN(Cc2ccccc2)CC1, O=[Pt]=O. Product: Nc1ccccc1CC(=O)NC1CCN(Cc2ccccc2)CC1. RXN SMILES: [CH3:27][CH:28]1[CH2:29][CH2:30][CH2:31][O:32]1.[N+:1]([O-:2])(=[O:3])[c:4]1[c:5]([CH2:10][C:11](=[O:12])[NH:13][CH:14]2[CH2:15][CH2:16][N:17]([CH2:20][c:21]3[cH:22][cH:23][cH:24][cH:25][cH:26]3)[CH2:18][CH2:19]2)[cH:6][cH:7][cH:8][cH:9]1.[Pt:33](=[O:34])=[O:35]>>[NH2:1][c:4]1[c:5]([CH2:10][C:11](=[O:12])[NH:13][CH:14]2[CH2:15][CH2:16][N:17]([CH2:20][c:21]3[cH:22][cH:23][cH:24][cH:25][cH:26]3)[CH2:18][CH2:19]2)[cH:6][cH:7][cH:8][cH:9]1. The reactants are COC(C1=CC(=CC(=C1)O)OCOC)=O (5-hydroxy-3-methoxymethoxybenzoic acid methyl ester), NC1=NN(C=C1)C (3-amino-1-methyl-1H-pyrazole), BrC=1C=CC(=NC1)S(=O)(=O)C (5-bromo-2-methanesulfonylpyridine), O([Si](C)(C)C(C)(C)C)C[C@H](CC)O ((2S)-1-(tert-butyldimethylsiloxy)-2-hydroxybutane). Product: OCC(CC)OC=1C=C(C=C(C(=O)NC2=NN(C=C2)C)C1)OC=1C=NC(=CC1)S(=O)(=O)C (5-(1-hydroxymethyl-propoxy)-3-(6-methanesulfonylpyridin-3-yloxy)-N-(1-methyl-1H-pyrazol-3-yl)benzamide). As a reaction SMILES: CO[C:3](=[O:15])[C:4]1[CH:9]=[C:8]([OH:10])[CH:7]=[C:6](OCOC)[CH:5]=1.Br[C:17]1[CH:18]=[CH:19][C:20]([S:23]([CH3:26])(=[O:25])=[O:24])=[N:21][CH:22]=1.[O:27]([CH2:35][C@@H:36]([OH:39])[CH2:37][CH3:38])[Si](C(C)(C)C)(C)C.[NH2:40][C:41]1[CH:45]=[CH:44][N:43]([CH3:46])[N:42]=1>>[OH:27][CH2:35][CH:36]([O:39][C:6]1[CH:7]=[C:8]([O:10][C:17]2[CH:22]=[N:21][C:20]([S:23]([CH3:26])(=[O:25])=[O:24])=[CH:19][CH:18]=2)[CH:9]=[C:4]([CH:5]=1)[C:3]([NH:40][C:41]1[CH:45]=[CH:44][N:43]([CH3:46])[N:42]=1)=[O:15])[CH2:37][CH3:38]. Procedure details: The compound of Production Example 128 was obtained as a colorless amorphous substance using 5-hydroxy-3-methoxymethoxybenzoic acid methyl ester, 5-bromo-2-methanesulfonylpyridine, (2S)-1-(tert-butyldimethylsiloxy)-2-hydroxybutane and 3-amino-1-methyl-1H-pyrazole, by the same method as in Production Example 117, a corresponding method, or a combination thereof with an ordinary method. The reactants are CON=C1CCN(C(=N)CCl)CC1, Cl, Cl, [Na+], [Na+], [Na+], O, [O-]P([O-])([O-])=S. Product: Cl, CON=C1CCN(C(=N)CS)CC1. Reaction SMILES: [CH3:10][O:11][N:12]=[C:13]1[CH2:14][CH2:15][N:16]([C:19]([CH2:20][Cl:21])=[NH:22])[CH2:17][CH2:18]1.[ClH:23].[ClH:9].[Na+:6].[Na+:7].[Na+:8].[OH2:24].[P:1]([O-:2])([O-:3])([O-:4])=[S:5]>>[ClH:21].[SH:5][CH2:20][C:19]([N:16]1[CH2:15][CH2:14][C:13](=[N:12][O:11][CH3:10])[CH2:18][CH2:17]1)=[NH:22]. Reactants: C1(=CC=CC=C1)C (toluene), [N-]=C=O (isocyanate). The product is C1(=CC=CC=C1)N=C=O (phenylisocyanate), [N-]=C=O (isocyanate). Reaction SMILES: [N-:1]=[C:2]=[O:3].[C:4]1(C)[CH:9]=[CH:8][CH:7]=[CH:6][CH:5]=1>>[C:4]1([N:1]=[C:2]=[O:3])[CH:9]=[CH:8][CH:7]=[CH:6][CH:5]=1.[N-:1]=[C:2]=[O:3]. Procedure: A solution of 1.00 g phenylisocyanate in 50 ml dry toluene was prepared. Several dilutions of the stock isocyanate solution were made and an infrared absorbance versus concentration curve was obtained using the IR absorbance at 2265 cm-1 divided by the IR cell path length (in cm). The slope of this line gave a concentration factor of 0.118 mmole isocyanate/absorbance unit cm-1. Reactants: FC=1C=CC2=C(C(N(CC=3N2C=NC3C3=NC(=NO3)CN3C(C=2C(C3=O)=CC=CC2)=O)C)=O)C1 (8-fluoro-5,6-dihydro-5-methyl-3-(3-phthalimidomethyl-1,2,4-oxadiazol-5-yl)-4H-imidazo[1,5-a][1,4]benzodiazepin-6-one), CN (methylamine). The solvent is C(C)O (ethanol). Yields the product FC=1C=CC2=C(C(N(CC=3N2C=NC3)C)=O)C1 (8-fluoro-5,6-dihydro-5-methyl-4H-imidazo[1,5-a][1,4]benzodiazepin-6-one). As a reaction SMILES: [F:1][C:2]1[CH:3]=[CH:4][C:5]2[N:11]3[CH:12]=[N:13][C:14](C4ON=C(CN5C(=O)C6=CC=CC=C6C5=O)N=4)=[C:10]3[CH2:9][N:8]([CH3:32])[C:7](=[O:33])[C:6]=2[CH:34]=1.CN>C(O)C>[F:1][C:2]1[CH:3]=[CH:4][C:5]2[N:11]3[CH:12]=[N:13][CH:14]=[C:10]3[CH2:9][N:8]([CH3:32])[C:7](=[O:33])[C:6]=2[CH:34]=1. Reported procedure: 10.1 g (22 mmol) of 8-fluoro-5,6-dihydro-5-methyl-3-(3-phthalimidomethyl-1,2,4-oxadiazol-5-yl)-4H-imidazo[1,5-a][1,4]benzodiazepin-6-one were heated to 65° in 220 ml of ethanol, whereupon 150 ml of 33% ethanolic methylamine solution were added dropwise within 100 min. After completion of the addition the solution was heated for a further 17 hrs. and then cooled in an ice bath, whereby white crystals separated. These were filtered off and dried in a vacuum. After recrystallization from ethanol th... As a reaction SMILES: [C:1]1([CH3:11])[CH:6]=[CH:5][C:4]([S:7](Cl)(=[O:9])=[O:8])=[CH:3][CH:2]=1.[C:12]([O:15][C@@H:16]1[C@@:36]2([CH3:37])[C:20](=[CH:21][CH2:22][C@@H:23]3[C@@H:35]2[CH2:34][CH2:33][C@@:32]2([CH3:38])[C@H:24]3[CH2:25][CH2:26][C@@H:27]2[C@H:28]([CH3:31])[CH2:29][OH:30])[CH2:19][C@@H:18]([O:39][C:40](=[O:42])[CH3:41])[CH2:17]1)(=[O:14])[CH3:13]>N1C=CC=CC=1>[C:12]([O:15][C@@H:16]1[C@@:36]2([CH3:37])[C:20](=[CH:21][CH2:22][C@@H:23]3[C@@H:35]2[CH2:34][CH2:33][C@@:32]2([CH3:38])[C@H:24]3[CH2:25][CH2:26][C@@H:27]2[C@H:28]([CH3:31])[CH2:29][O:30][S:7]([C:4]2[CH:5]=[CH:6][C:1]([CH3:11])=[CH:2][CH:3]=2)(=[O:9])=[O:8])[CH2:19][C@@H:18]([O:39][C:40](=[O:42])[CH3:41])[CH2:17]1)(=[O:14])[CH3:13]. Run in N1=CC=CC=C1 (pyridine), N1=CC=CC=C1 (pyridine). Starting materials: C1(=CC=C(C=C1)S(=O)(=O)Cl)C (p-toluenesulphonyl chloride), ice water, C(C)(=O)O[C@H]1C[C@@H](CC2=CC[C@H]3[C@@H]4CC[C@H]([C@@H](CO)C)[C@]4(CC[C@@H]3[C@@]12C)C)OC(C)=O ((20S)-1α,3β-diacetoxy-21-hydroxy-20-methyl-pregn-5-ene). Reaction conditions: time 6 hour. Reported procedure: A solution of 55.1 mg of p-toluenesulphonyl chloride in 0.2 ml. of dry pyridine was added at 0° C. to a solution of 100 mg of (20S)-1α,3β-diacetoxy-21-hydroxy-20-methyl-pregn-5-ene in 0.5 ml. of dry pyridine. After standing at 0° C. for 6 hours, the mixture was poured on to ice-water and extracted with ether. The extract was washed successively with 2-N hydrochloric acid, water, saturated sodium bicarbonate solution and water. The residue obtained after drying over sodium sulphate and concentrat... Yield: 73.7%. The product is C(C)(=O)O[C@H]1C[C@@H](CC2=CC[C@H]3[C@@H]4CC[C@H]([C@@H](COS(=O)(=O)C5=CC=C(C=C5)C)C)[C@]4(CC[C@@H]3[C@@]12C)C)OC(C)=O ((20S)-1α,3β-diacetoxy-20-methyl-21-(p-toluene-sulphonyloxy)-pregn-5-ene).